The task is: describe an organic reaction: reactants, conditions, products, and yield. This data is from the Open Reaction Database (ORD), a public repository of structured organic reaction records. Reaction SMILES: [CH3:1][O:2][c:3]1[cH:4][c:5]([O:6][CH:7]2[CH2:8][CH2:9][N:10]([CH3:13])[CH2:11][CH2:12]2)[cH:14][cH:15][c:16]1[N+:17]([O-:18])=[O:19].[CH3:22][CH2:23][OH:24].[H:20][H:21]>>[CH3:1][O:2][c:3]1[cH:4][c:5]([O:6][CH:7]2[CH2:8][CH2:9][N:10]([CH3:13])[CH2:11][CH2:12]2)[cH:14][cH:15][c:16]1[NH2:17]. Starting materials: COc1cc(OC2CCN(C)CC2)ccc1[N+](=O)[O-], CCO, [H][H]. The product is COc1cc(OC2CCN(C)CC2)ccc1N. The reactants are COC1=CC=C(CC2=NNC(C3=CC=CC=C23)=O)C=C1 (4-(4-methoxybenzyl)phthalazin-1(2H)-one), P(=O)(Cl)(Cl)Cl (phosphorus oxychloride). Product: COC1=CC=C(CC2=NN=C(C3=CC=CC=C23)Cl)C=C1 (1-(4-methoxybenzyl)-4-chlorophthalazine). RXN SMILES: [CH3:1][O:2][C:3]1[CH:20]=[CH:19][C:6]([CH2:7][C:8]2[C:17]3[C:12](=[CH:13][CH:14]=[CH:15][CH:16]=3)[C:11](=O)[NH:10][N:9]=2)=[CH:5][CH:4]=1.P(Cl)(Cl)([Cl:23])=O>>[CH3:1][O:2][C:3]1[CH:20]=[CH:19][C:6]([CH2:7][C:8]2[C:17]3[C:12](=[CH:13][CH:14]=[CH:15][CH:16]=3)[C:11]([Cl:23])=[N:10][N:9]=2)=[CH:5][CH:4]=1. Reported procedure: To 4-(4-methoxybenzyl)phthalazin-1(2H)-one (1.18 g, 4.43 mmol) was added phosphorus oxychloride (4.13 ml, 44.3 mmol). A water condenser was attached and the mixture was heated to reflux under a nitrogen atmosphere for 15 hours. The reaction was concentrated in vacuo, diluted with methylene chloride and ice water, then quenched with solid sodium bicarbonate until pH was basic and gas evolution ceased. The layers were separated and the organic layers were dried over sodium sulfate, filtered throug... The reactants are O=C([O-])[O-], CC(=O)O, CO, O=C(N1CC(CCl)c2c1ccc1cccc([N+](=O)[O-])c21)C(F)(F)F, [Cs+], [Cs+], C1COCCO1, O. The product is O=[N+]([O-])c1cccc2ccc3c(c12)C(CCl)CN3. As a reaction SMILES: [C:25](=[O:26])([O-:27])[O-:28].[C:31]([OH:32])(=[O:33])[CH3:34].[CH3:42][OH:43].[Cl:1][CH2:2][CH:3]1[CH2:4][N:5]([C:19](=[O:20])[C:21]([F:22])([F:23])[F:24])[c:6]2[cH:7][cH:8][c:9]3[c:10]([c:11]21)[c:12]([N+:16](=[O:17])[O-:18])[cH:13][cH:14][cH:15]3.[Cs+:29].[Cs+:30].[O:35]1[CH2:36][CH2:37][O:38][CH2:39][CH2:40]1.[OH2:41]>>[Cl:1][CH2:2][CH:3]1[CH2:4][NH:5][c:6]2[cH:7][cH:8][c:9]3[c:10]([c:11]21)[c:12]([N+:16](=[O:17])[O-:18])[cH:13][cH:14][cH:15]3. The yield is 21.5%. The solvent is C(C)(=O)OCC (ethyl acetate), CS(=O)C (dimethylsulfoxide). Conditions: time 14 day. The product is FC=1C=CC(=C(C1)C(CC(CN1NC(C2=CC=CC=C12)=O)(C(F)(F)F)O)(C)C)OC (1-[4-(5-fluoro-2-methoxyphenyl)-2-hydroxy-4-methyl-2-trifluoromethylpentyl]-1,2-dihydroindazol-3-one). The reactants are FC=1C=CC(=C(C1)C(CC1(OC1)C(F)(F)F)(C)C)OC (2-[2-(5-fluoro-2-methoxyphenyl)-2-methylpropyl]-2-trifluoromethyloxirane), N1NC(C2=CC=CC=C12)=O (1,2-dihydroindazol-3-one), C[Si](C)(C)[N-][Si](C)(C)C.[Na+] (sodium bis(trimethylsilyl)amide). Procedure details: To a solution of 2-[2-(5-fluoro-2-methoxyphenyl)-2-methylpropyl]-2-trifluoromethyloxirane (0.29 g) and 1,2-dihydroindazol-3-one (0.17 g) in anhydrous dimethylsulfoxide (1 mL) was added sodium bis(trimethylsilyl)amide (1.0M in tetrahydrofuran, 1.0 mL). After 14 days, the reaction mixture was diluted with ethyl acetate and washed twice with water. The organic phase was dried over sodium sulfate, filtered, and concentrated in vacuo. The residue was purified by preparative TLC (eluted with 1% ethano... RXN SMILES: [F:1][C:2]1[CH:3]=[CH:4][C:5]([O:19][CH3:20])=[C:6]([C:8]([CH3:18])([CH3:17])[CH2:9][C:10]2([C:13]([F:16])([F:15])[F:14])[CH2:12][O:11]2)[CH:7]=1.[NH:21]1[C:29]2[C:24](=[CH:25][CH:26]=[CH:27][CH:28]=2)[C:23](=[O:30])[NH:22]1.C[Si]([N-][Si](C)(C)C)(C)C.[Na+]>CS(C)=O.C(OCC)(=O)C>[F:1][C:2]1[CH:3]=[CH:4][C:5]([O:19][CH3:20])=[C:6]([C:8]([CH3:18])([CH3:17])[CH2:9][C:10]([OH:11])([C:13]([F:16])([F:15])[F:14])[CH2:12][N:21]2[C:29]3[C:24](=[CH:25][CH:26]=[CH:27][CH:28]=3)[C:23](=[O:30])[NH:22]2)[CH:7]=1 |f:2.3|. Reactants: S1C(=NCC1)NC(CC1=CC(=CC(=C1)C)C)C1=C(C(=CC=C1)Cl)Cl (1-(4,5-dihydrothiazol-2-yl)amino-1-(2,3-dichlorophenyl)-2-(3,5-dimethylphenyl)-ethane), N(=C=S)C1=CC(=CC=C1)C(F)(F)F (1-isothiocyanato-3-trifluoromethylbenzene). Run in C(Cl)(Cl)Cl (chloroform). Product: FC(C=1C=C(C=CC1)NC(=S)N1C(SCC1)=NC(CC1=CC(=CC(=C1)C)C)C1=C(C(=CC=C1)Cl)Cl)(F)F (2-[1-(2,3-dichlorophenyl)-2-(3,5-dimethylphenyl)ethylimino]-thiazolidine-3-carbothioic acid (3-trifluoromethylphenyl)amide). Isolated yield 53.7%. RXN SMILES: [S:1]1[CH2:5][CH2:4][N:3]=[C:2]1[NH:6][CH:7]([C:17]1[CH:22]=[CH:21][CH:20]=[C:19]([Cl:23])[C:18]=1[Cl:24])[CH2:8][C:9]1[CH:14]=[C:13]([CH3:15])[CH:12]=[C:11]([CH3:16])[CH:10]=1.[N:25]([C:28]1[CH:33]=[CH:32][CH:31]=[C:30]([C:34]([F:37])([F:36])[F:35])[CH:29]=1)=[C:26]=[S:27]>C(Cl)(Cl)Cl>[F:35][C:34]([F:36])([F:37])[C:30]1[CH:29]=[C:28]([NH:25][C:26]([N:3]2[CH2:4][CH2:5][S:1][C:2]2=[N:6][CH:7]([C:17]2[CH:22]=[CH:21][CH:20]=[C:19]([Cl:23])[C:18]=2[Cl:24])[CH2:8][C:9]2[CH:10]=[C:11]([CH3:16])[CH:12]=[C:13]([CH3:15])[CH:14]=2)=[S:27])[CH:33]=[CH:32][CH:31]=1. Reported procedure: A solution of 1-(4,5-dihydrothiazol-2-yl)amino-1-(2,3-dichlorophenyl)-2-(3,5-dimethylphenyl)-ethane (0.25 g) in chloroform (10 ml) was treated with 1-isothiocyanato-3-trifluoromethylbenzene (0.13 g) at room temperature overnight. The solvent was evaporated in vacuo and the remainder was purified by column chromatography to yield 0.20 g of the title compound.